This data is from the Open Reaction Database (ORD), a public repository of structured organic reaction records. The task is: describe an organic reaction: reactants, conditions, products, and yield Starting materials: [BH4-], CO, COc1cc2c(Oc3ccc4[nH]c(C)cc4c3F)ccnc2cc1OCCN1CC(=O)C2(CC2)C1, [Na+]. Yields the product COc1cc2c(Oc3ccc4[nH]c(C)cc4c3F)ccnc2cc1OCCN1CC(O)C2(CC2)C1. As a reaction SMILES: [BH4-:36].[CH3:38][OH:39].[F:1][c:2]1[c:3]2[cH:4][c:5]([CH3:35])[nH:6][c:7]2[cH:8][cH:9][c:10]1[O:11][c:12]1[cH:13][cH:14][n:15][c:16]2[cH:17][c:18]([O:24][CH2:25][CH2:26][N:27]3[CH2:28][C:29]4([CH2:30][CH2:31]4)[C:32](=[O:34])[CH2:33]3)[c:19]([O:22][CH3:23])[cH:20][c:21]12.[Na+:37]>>[F:1][c:2]1[c:3]2[cH:4][c:5]([CH3:35])[nH:6][c:7]2[cH:8][cH:9][c:10]1[O:11][c:12]1[cH:13][cH:14][n:15][c:16]2[cH:17][c:18]([O:24][CH2:25][CH2:26][N:27]3[CH2:28][C:29]4([CH2:30][CH2:31]4)[CH:32]([OH:34])[CH2:33]3)[c:19]([O:22][CH3:23])[cH:20][c:21]12. The reactants are N(=O)[O-].[Na+] (NaNO2), O.O.Cl[Sn]Cl (SnCl2.2H2O), 2a-i, FC(C=1C=C(C(OC)=CC1)N)(F)F (4-trifluromethyl-o-anisidine). The product is title compound, COC1=C(C=C(C=C1)C(F)(F)F)NN ((2-methoxy-5-trifluoromethylphenyl)hydrazine). The yield is 74.0%. RXN SMILES: [F:1][C:2]([F:13])([F:12])[C:3]1[CH:4]=[C:5]([NH2:11])[C:6](=[CH:9][CH:10]=1)[O:7][CH3:8].[N:14]([O-])=O.[Na+].O.O.Cl[Sn]Cl>>[CH3:8][O:7][C:6]1[CH:9]=[CH:10][C:3]([C:2]([F:12])([F:13])[F:1])=[CH:4][C:5]=1[NH:11][NH2:14] |f:1.2,3.4.5|. Procedure details: The title compound was prepared by the general procedure described above for Preparations 2a-i using 4-trifluromethyl-o-anisidine (V, R1=R2=H, R3=CF3), (22.7 g), NaNO2 (9.02 g), and SnCl2.2H2O (60 g). Workup gave 18.1 g (74%) of (2-methoxy-5-trifluoromethylphenyl)hydrazine which was used in the next step without further purification. 1H NMR (300 MHz, CDCl3) δ7.23 (d, J=2.0 Hz, 1 H), 7.05 (dd, J=8.2, 2.0 Hz, 1 H), 6.81 (d, J=8.3 Hz, 1 H), 3.89 (s, 3 H). Starting materials: CCc1cn(C2CC(OC(C)=O)C(CCC(O)Cc3ccccc3)O2)c(=O)[nH]c1=O, CS(=O)(=O)Cl, c1ccncc1. The product is CCc1cn(C2CC(OC(C)=O)C(CCC(Cc3ccccc3)OS(C)(=O)=O)O2)c(=O)[nH]c1=O. As a reaction SMILES: [C:1]([CH3:2])(=[O:3])[O:4][CH:5]1[CH2:6][CH:7]([n:21]2[c:22](=[O:23])[nH:24][c:25](=[O:26])[c:27]([CH2:29][CH3:30])[cH:28]2)[O:8][CH:9]1[CH2:10][CH2:11][CH:12]([CH2:13][c:14]1[cH:15][cH:16][cH:17][cH:18][cH:19]1)[OH:20].[CH3:31][S:32]([Cl:33])(=[O:34])=[O:35].[cH:36]1[cH:37][cH:38][n:39][cH:40][cH:41]1>>[C:1]([CH3:2])(=[O:3])[O:4][CH:5]1[CH2:6][CH:7]([n:21]2[c:22](=[O:23])[nH:24][c:25](=[O:26])[c:27]([CH2:29][CH3:30])[cH:28]2)[O:8][CH:9]1[CH2:10][CH2:11][CH:12]([CH2:13][c:14]1[cH:15][cH:16][cH:17][cH:18][cH:19]1)[O:20][S:32]([CH3:31])(=[O:34])=[O:35].